Dataset: the Open Reaction Database (ORD), a public repository of structured organic reaction records. Task: describe an organic reaction: reactants, conditions, products, and yield Reactants: C1(=CC=CC=C1)C(N1CCN(CC1)CCCN1C(NC(C2=CC=CC=C12)=O)=O)C1=CC=CC=C1 (1-[3-{4-(diphenylmethyl)piperazin-1-yl}propyl]-2,4-(1H,3H)-quinazolinedione), P12(=S)SP3(=S)SP(=S)(S1)SP(=S)(S2)S3 (phosphorus pentasulfide). Solvent: N1=CC=CC=C1 (pyridine). Conditions: temperature 100 celsius, time 18 hour. Product: C1(=CC=CC=C1)C(N1CCN(CC1)CCCN1C(NC(C2=CC=CC=C12)=S)=O)C1=CC=CC=C1 (1-[3-{4-(diphenylmethyl)piperazin1-yl}propyl]-4-thioxo-3,4-dihydro-2(1H)-quinazolinone). Isolated yield 37.4%. Reaction SMILES: [C:1]1([CH:7]([C:29]2[CH:34]=[CH:33][CH:32]=[CH:31][CH:30]=2)[N:8]2[CH2:13][CH2:12][N:11]([CH2:14][CH2:15][CH2:16][N:17]3[C:26]4[C:21](=[CH:22][CH:23]=[CH:24][CH:25]=4)[C:20](=O)[NH:19][C:18]3=[O:28])[CH2:10][CH2:9]2)[CH:6]=[CH:5][CH:4]=[CH:3][CH:2]=1.P12(SP3(SP(SP(S3)(S1)=S)(=S)S2)=S)=[S:36]>N1C=CC=CC=1>[C:1]1([CH:7]([C:29]2[CH:34]=[CH:33][CH:32]=[CH:31][CH:30]=2)[N:8]2[CH2:13][CH2:12][N:11]([CH2:14][CH2:15][CH2:16][N:17]3[C:26]4[C:21](=[CH:22][CH:23]=[CH:24][CH:25]=4)[C:20](=[S:36])[NH:19][C:18]3=[O:28])[CH2:10][CH2:9]2)[CH:6]=[CH:5][CH:4]=[CH:3][CH:2]=1. Procedure: To a mixture of 1-[3-{4-(diphenylmethyl)piperazin-1-yl}propyl]-2,4-(1H,3H)-quinazolinedione (3.1 g) and phosphorus pentasulfide (6.1 g) was added pyridine (70 ml) and the mixture was stirred for 18 hours at 100° C. The reaction mixture was cooled and then concentrated in vacuo. To the residue was added water and the mixture was stirred and then resultant precipitates were collected by filtration and washed with water. To the precipitates was added chloroform and the mixture was stirred enough an... Reactants: [Na] (sodium), O (water), C(CCC)NC([C@@H](C[C@H]1[C@@H](N(C(O1)(C)C)C(=O)OC(C)(C)C)C[C@@H](CCO)C)C)=O (3-[N-tert-butoxycarbonyl-4(S)-[4-hydroxy-2(S)-methylbutyl]-2,2-dimethyl-1,3-oxazolidin-5(S)-yl]-2-(R)-methyl-propionic acid (N-butyl)amide). Reagents/catalysts: O.[Ru](Cl)(Cl)Cl (ruthenium(III) chloride hydrate). Solvent: C(Cl)(Cl)(Cl)Cl (carbon tetrachloride), C(C)#N (acetonitrile), C(Cl)Cl (methylene chloride), C(C)(C)O (isopropanol). Reaction conditions: time 1 hour. Product: C(CCC)NC([C@@H](C[C@H]1[C@@H](N(C(O1)(C)C)C(=O)OC(C)(C)C)C[C@@H](CC(=O)O)C)C)=O (3-[N-Tert-butoxycarbonyl-4(S)-[3-carboxy-2(S)-methylpropyl]-2,2-dimethyl-1,3-oxazolidin-5(S)-yl]-2(R)-methyl-propionic acid (N-butyl)amide). As a reaction SMILES: [CH2:1]([NH:5][C:6](=[O:30])[C@H:7]([CH3:29])[CH2:8][C@@H:9]1[O:13][C:12]([CH3:15])([CH3:14])[N:11]([C:16]([O:18][C:19]([CH3:22])([CH3:21])[CH3:20])=[O:17])[C@H:10]1[CH2:23][C@H:24]([CH3:28])[CH2:25][CH2:26][OH:27])[CH2:2][CH2:3][CH3:4].[Na].[OH2:32]>C(Cl)(Cl)(Cl)Cl.C(#N)C.C(Cl)Cl.C(O)(C)C.O.[Ru](Cl)(Cl)Cl>[CH2:1]([NH:5][C:6](=[O:30])[C@H:7]([CH3:29])[CH2:8][C@@H:9]1[O:13][C:12]([CH3:15])([CH3:14])[N:11]([C:16]([O:18][C:19]([CH3:20])([CH3:21])[CH3:22])=[O:17])[C@H:10]1[CH2:23][C@H:24]([CH3:28])[CH2:25][C:26]([OH:32])=[O:27])[CH2:2][CH2:3][CH3:4] |f:7.8,^1:30|. Reported procedure: A solution of 311 mg of 3-[N-tert-butoxycarbonyl-4(S)-[4-hydroxy-2(S)-methylbutyl]-2,2-dimethyl-1,3-oxazolidin-5(S)-yl]-2-(R)-methyl-propionic acid (N-butyl)amide in a mixture of 4.8 ml of carbon tetrachloride and 4.8 ml of acetonitrile is added to a mixture of 928 mg of sodium metaperiodidate, 19 mg of ruthenium(III) chloride hydrate and 0.6 ml of water while stirring vigorously. After 1 h, the mixture is diluted with 30 ml of methylene chloride and 5 ml of isopropanol, and the aqueous phase is...